This data is from the Open Reaction Database (ORD), a public repository of structured organic reaction records. The task is: describe an organic reaction: reactants, conditions, products, and yield Reactants: C1(=CC=CC=C1)N1N=CC(=C1C(F)(F)F)C1=C2C(=NO1)C1=CC=C(C=C1CC2)C=O (3-(1-phenyl-5-(trifluoromethyl)-1H-pyrazol-4-yl)-4,5-dihydronaphtho[1,2-c]isoxazole-7-carbaldehyde), FC=1C=CC(=NC1)N1N=CC(=C1C(F)(F)F)C1=C2C(=NO1)C1=CC=C(C=C1CC2)C=C (3-(1-(5-fluoropyridin-2-yl)-5-(trifluoromethyl)-1H-pyrazol-4-yl)-7-vinyl-4,5-dihydronaphtho[1,2-c]isoxazole). The product is FC=1C=CC(=NC1)N1N=CC(=C1C(F)(F)F)C1=C2C(=NO1)C1=CC=C(C=C1CC2)C=O (3-(1-(5-fluoropyridin-2-yl)-5-(trifluoromethyl)-1H-pyrazol-4-yl)-4,5-dihydronaphtho[1,2-c]isoxazole-7-carbaldehyde). As a reaction SMILES: C1(N2C(C(F)(F)F)=C(C3[O:20]N=C4C5C(CCC=34)=CC(C=O)=CC=5)C=N2)C=CC=CC=1.[F:31][C:32]1[CH:33]=[CH:34][C:35]([N:38]2[C:42]([C:43]([F:46])([F:45])[F:44])=[C:41]([C:47]3[O:51][N:50]=[C:49]4[C:52]5[C:57]([CH2:58][CH2:59][C:48]=34)=[CH:56][C:55]([CH:60]=C)=[CH:54][CH:53]=5)[CH:40]=[N:39]2)=[N:36][CH:37]=1>>[F:31][C:32]1[CH:33]=[CH:34][C:35]([N:38]2[C:42]([C:43]([F:46])([F:45])[F:44])=[C:41]([C:47]3[O:51][N:50]=[C:49]4[C:52]5[C:57]([CH2:58][CH2:59][C:48]=34)=[CH:56][C:55]([CH:60]=[O:20])=[CH:54][CH:53]=5)[CH:40]=[N:39]2)=[N:36][CH:37]=1. Reported procedure: The titled compound was prepared using the experimental protocol described for Preparation 89B employing 3-(1-(5-fluoropyridin-2-yl)-5-(trifluoromethyl)-1H-pyrazol-4-yl)-7-vinyl-4,5-dihydronaphtho[1,2-c]isoxazole (122B) as a starting material. The compound had an HPLC retention time=3.56 min. (condition C); LC/MS M+1=428.9. The reactants are ClC=1C=C(C=CC1OC)C(C)=O (3'-chloro-4'-methoxy acetophenone), C[Si](C)(C)[N-][Si](C)(C)C.[Li+] (lithium bis(trimethylsilyl)amide), Cl[Si](C)(C)C (chlorotrimethylsilane), diethyl ester, C1(=CC=CC=C1)CSC(C(=O)O)C(=O)O ([(phenylmethyl)thio]propanedioic acid). Solvent: C1CCOC1 (THF). Yields the product ClC=1C=C(C=CC1OC)C1=CC(=C(C(O1)=O)SCC1=CC=CC=C1)O (6-(3-Chloro-4-methoxyphenyl)-4-hydroxy-3-[(phenylmethyl)thio]-2H-pyran-2-one). Reaction SMILES: [Cl:1][C:2]1[CH:3]=[C:4]([C:10](=[O:12])[CH3:11])[CH:5]=[CH:6][C:7]=1[O:8][CH3:9].C[Si]([N-][Si](C)(C)C)(C)C.[Li+].Cl[Si](C)(C)C.[C:28]1([CH2:34][S:35][CH:36]([C:40](O)=[O:41])[C:37](O)=[O:38])[CH:33]=[CH:32][CH:31]=[CH:30][CH:29]=1>C1COCC1>[Cl:1][C:2]1[CH:3]=[C:4]([C:10]2[O:12][C:37](=[O:38])[C:36]([S:35][CH2:34][C:28]3[CH:33]=[CH:32][CH:31]=[CH:30][CH:29]=3)=[C:40]([OH:41])[CH:11]=2)[CH:5]=[CH:6][C:7]=1[O:8][CH3:9] |f:1.2|. Reported procedure: The title compound was prepared by Method A using 3'-chloro-4'-methoxy acetophenone (0.979 g, 5.31 mmol), lithium bis(trimethylsilyl)amide (0.977 g, 5.84 mmol), chlorotrimethylsilane (0.741 mL, 5.84 mmol), THF (58 mL), and diethyl ester of [(phenylmethyl)thio]propanedioic acid (1.00 g, 3.54 mmol). m.p. dec. 171° C.; 1H NMR (400 MHz, DMSO-d6) δ3.93 (s, 3 H), 3.99 (s, 2 H), 6.68 (s, 1 H), 7.32 (m, 6 H), 7.77 (d, 1 H), 7.83 (d, 1 H). The reactants are [H-], CCCI, Nc1ccc2c(c1)C(=O)NC2=O, [Na+], CN(C)C=O, O. Yields the product CCCN1C(=O)c2ccc(N)cc2C1=O. RXN SMILES: [H-:2].[I:15][CH2:16][CH2:17][CH3:18].[NH2:3][c:4]1[cH:5][c:6]2[c:7]([cH:13][cH:14]1)[C:8](=[O:9])[NH:10][C:11]2=[O:12].[Na+:1].[O:20]=[CH:21][N:22]([CH3:23])[CH3:24].[OH2:19]>>[NH2:3][c:4]1[cH:5][c:6]2[c:7]([cH:13][cH:14]1)[C:8](=[O:9])[N:10]([CH2:16][CH2:17][CH3:18])[C:11]2=[O:12]. Starting materials: C1=CC=CC=2C3=CC=CC=C3C3(C12)C1=CC=CC=C1C=1C=CC=CC13 (9,9′-spirobifluorene), S(=O)(O)[O-].[Na+] (sodium hydrogen sulfite), BrBr (bromine), BrBr (bromine). Reagents/catalysts: [Fe](Cl)(Cl)Cl (iron (III) chloride). Run in O (water). Run at time 3 hour. The product is BrC1=CC=2C3(C4=CC=CC=C4C2C=C1)C1=CC=CC=C1C=1C=CC=CC13 (2-bromo-9,9′-spirobifluorene). Isolated yield 97.2%. As a reaction SMILES: [CH:1]1[C:13]2[C:12]3([C:25]4[CH:24]=[CH:23][CH:22]=[CH:21][C:20]=4[C:19]4[C:14]3=[CH:15][CH:16]=[CH:17][CH:18]=4)[C:11]3[C:6](=[CH:7][CH:8]=[CH:9][CH:10]=3)[C:5]=2[CH:4]=[CH:3][CH:2]=1.[Br:26]Br.S([O-])(O)=O.[Na+]>[Fe](Cl)(Cl)Cl.O>[Br:26][C:16]1[CH:17]=[CH:18][C:19]2[C:20]3[C:25](=[CH:24][CH:23]=[CH:22][CH:21]=3)[C:12]3([C:11]4[CH:10]=[CH:9][CH:8]=[CH:7][C:6]=4[C:5]4[C:13]3=[CH:1][CH:2]=[CH:3][CH:4]=4)[C:14]=2[CH:15]=1 |f:2.3|. Reported procedure: In a two-liter flask having four openings equipped with a stirrer, a thermometer, a dropping funnel, and a reflux condenser, respectively, 1 L of water, three drops of a surfactant, 10.7 g (0.0395 mol) of anhydrous iron (III) chloride, and 253 g (0.8 mol) of 9,9′-spirobifluorene were placed and stirred to mix. By adding 102 g (0.638 mol) of bromine into the mixture, a reaction was started. After the reaction had been conducted at room temperature for 3 hours, unreacted bromine was decomposed wit... The reactants are N1=CC(=CC=C1)CNC(=O)C1=CC2=C(NC(=N2)C2=NNC=C2C(NC(C)C)=O)C=C1 (2-(4-Isopropylcarbamoyl-1H-pyrazol-3-yl)-1H-benzoimidazole-5-carboxylic acid (pyridin-3-ylmethyl)-amide), [OH-].[Na+] (sodium hydroxide), NC1=C(C=CC(=C1)OC)NC(=O)C1=NNC=C1[N+](=O)[O-] (4-nitro-1H-pyrazole-3-carboxylic acid (2-amino-4-methoxy-phenyl)-amide), ( ii ). Run in O (water). Reaction conditions: temperature 120 celsius. Yields the product COC1=CC2=C(NC(=N2)C2=NNC=C2[N+](=O)[O-])C=C1 (5-Methoxy-2-(4-nitro-1H-pyrazol-3-yl)-1H-benzoimidazole). Reaction SMILES: N1C=CC=C(CNC(C2C=CC3NC(C4C(C(=O)NC(C)C)=CNN=4)=NC=3C=2)=O)C=1.[NH2:31][C:32]1[CH:37]=[C:36]([O:38][CH3:39])[CH:35]=[CH:34][C:33]=1[NH:40][C:41]([C:43]1[C:47]([N+:48]([O-:50])=[O:49])=[CH:46][NH:45][N:44]=1)=O.[OH-].[Na+]>O>[CH3:39][O:38][C:36]1[CH:35]=[CH:34][C:33]2[NH:40][C:41]([C:43]3[C:47]([N+:48]([O-:50])=[O:49])=[CH:46][NH:45][N:44]=3)=[N:31][C:32]=2[CH:37]=1 |f:2.3|. Procedure details: By proceeding in a manner similar to Example 252(a) above but (i) using 4-nitro-1H-pyrazole-3-carboxylic acid (2-amino-4-methoxy-phenyl)-amide [410 mg, Reference Example 36(d)] and heating at 120° C. for 5 minutes, (ii) pouring the reaction mixture into water, adjusting to pH14 with 2N sodium hydroxide and filtering, and (iii) adjusting the pH of the filtrate to 6 with 2N hydrochloric acid and collecting the precipitate by filtration, there was prepared 5-methoxy-2-(4-nitro-1H-pyrazol-3-yl)-1H-b... The reactants are IC1=CC=C(C=2N1N=CC2)C(=O)O (7-iodo-pyrazolo[1,5-a]pyridine-4-carboxylic acid), C(C)(C)N(CC)C(C)C (diisopropylethylamine), C1(=CC=CC=C1)P(=O)(C1=CC=CC=C1)N=[N+]=[N-] (diphenyl phosphoryl azide), C(C)(C)(C)O (tert-butanol). Solvent: C1(=CC=CC=C1)C (toluene). Conditions: time 30 minute. Product: C(C)(C)(C)OC(NC=1C=2N(C(=CC1)I)N=CC2)=O ((7-Iodo-pyrazolo[1,5-a]pyridin-4-yl)-carbamic acid tert-butyl ester). Yield: 67.0%. As a reaction SMILES: [I:1][C:2]1[N:7]2[N:8]=[CH:9][CH:10]=[C:6]2[C:5](C(O)=O)=[CH:4][CH:3]=1.C([N:17]([CH:20](C)C)CC)(C)C.C1(P(N=[N+]=[N-])(C2C=CC=CC=2)=[O:30])C=CC=CC=1.[C:40]([OH:44])([CH3:43])([CH3:42])[CH3:41]>C1(C)C=CC=CC=1>[C:40]([O:44][C:20](=[O:30])[NH:17][C:5]1[C:6]2[N:7]([N:8]=[CH:9][CH:10]=2)[C:2]([I:1])=[CH:3][CH:4]=1)([CH3:43])([CH3:42])[CH3:41]. Procedure: To a clear solution of 7-iodo-pyrazolo[1,5-a]pyridine-4-carboxylic acid (23.4 g, 81.2 mmol) and diisopropylethylamine (65 mL) in tert-butanol (250 mL) and anhydrous toluene (200 mL) was added diphenyl phosphoryl azide (25 mL, 114 mmol) under argon. After the mixture was stirred at rt for 30 min, the temperature was raised slowly to 90° C. The mixture was stirred at 90° C. overnight and concentrated under reduced pressure to remove the solvents. The residue was partitioned between EtOAc (200 mL) ...